Task: describe an organic reaction: reactants, conditions, products, and yield. Dataset: the Open Reaction Database (ORD), a public repository of structured organic reaction records Reactants: CO.C(C)(=O)OCC (methanol ethyl acetate), [H-].C(C(C)C)[Al+]CC(C)C (diisobutylaluminum hydride), COC1=NN(C(N1C=1C(=COC1)C(=O)OC)=O)C (methyl 4-(1,5-dihydro-3-methoxy-1-methyl-5-oxo-4H-1,2,4-triazol-4-yl)-3-furancarboxylate). The solvent is C(Cl)Cl (methylene chloride), C(Cl)Cl (methylene chloride), CC(=O)C (acetone). Product: OCC=1C(=COC1)N1C(N(N=C1OC)C)=O (2,4-dihydro-4-[4-(hydroxymethyI)-3-furanyl]-5-methoxy-2-methyl-3H-1,2,4-triazol-3-one). Yield: 88.5%. As a reaction SMILES: [CH3:1][O:2][C:3]1[N:7]([C:8]2[C:9]([C:13](OC)=[O:14])=[CH:10][O:11][CH:12]=2)[C:6](=[O:17])[N:5]([CH3:18])[N:4]=1.[H-].C([Al+]CC(C)C)C(C)C.CO.C(OCC)(=O)C>C(Cl)Cl.CC(C)=O>[OH:14][CH2:13][C:9]1[C:8]([N:7]2[C:3]([O:2][CH3:1])=[N:4][N:5]([CH3:18])[C:6]2=[O:17])=[CH:12][O:11][CH:10]=1 |f:1.2,3.4|. Procedure: A solution of the title compound of Step E (4.6 g) in methylene chloride (40 mL) under nitrogen was cooled to -78° C. while stirring. A solution of diisobutylaluminum hydride (55.0 mL, 1 M in CH2Cl2) in methylene chloride was then added, the reaction mixture was allowed to warm to room temperature and stirred for 1 h. The reaction was monitored by TLC (5% methanol/ethyl acetate). After cooling back down to -78° C., the reaction was diluted with acetone (45 mL), quenched with glacial acetic acid ... Reactants: O=S(=O)(c1ccc(C(CC2CCOCC2)c2ccc(-c3ccc(Br)cn3)[nH]2)cc1)C1CC1, CN(C)C=O, CCOC(C)=O, CCOC(=O)CS. Yields the product CCOC(=O)CSc1ccc(-c2ccc(C(CC3CCOCC3)c3ccc(S(=O)(=O)C4CC4)cc3)[nH]2)nc1. Reaction SMILES: [Br:1][c:2]1[cH:3][cH:4][c:5](-[c:8]2[nH:9][c:10]([CH:13]([CH2:14][CH:15]3[CH2:16][CH2:17][O:18][CH2:19][CH2:20]3)[c:21]3[cH:22][cH:23][c:24]([S:27](=[O:28])(=[O:29])[CH:30]4[CH2:31][CH2:32]4)[cH:25][cH:26]3)[cH:11][cH:12]2)[n:6][cH:7]1.[CH3:40][N:41]([CH3:42])[CH:43]=[O:44].[CH3:45][CH2:46][O:47][C:48](=[O:49])[CH3:50].[SH:33][CH2:34][C:35](=[O:36])[O:37][CH2:38][CH3:39]>>[c:2]1([S:33][CH2:34][C:35](=[O:36])[O:37][CH2:38][CH3:39])[cH:3][cH:4][c:5](-[c:8]2[nH:9][c:10]([CH:13]([CH2:14][CH:15]3[CH2:16][CH2:17][O:18][CH2:19][CH2:20]3)[c:21]3[cH:22][cH:23][c:24]([S:27](=[O:28])(=[O:29])[CH:30]4[CH2:31][CH2:32]4)[cH:25][cH:26]3)[cH:11][cH:12]2)[n:6][cH:7]1. Starting materials: NC1=C(C#N)C(=CC(=C1)Br)F (2-amino-4-bromo-6-fluoro-benzonitrile), COC(N(C)C)OC (N,N-dimethylformamide dimethyl acetal). Yields the product BrC=1C=C(C(=C(C1)N=CN(C)C)C#N)F (N′-(5-bromo-2-cyano-3-fluoro-phenyl)-N,N-dimethyl-formamidine). RXN SMILES: [NH2:1][C:2]1[CH:9]=[C:8]([Br:10])[CH:7]=[C:6]([F:11])[C:3]=1[C:4]#[N:5].CO[CH:14](OC)[N:15]([CH3:17])[CH3:16]>>[Br:10][C:8]1[CH:7]=[C:6]([F:11])[C:3]([C:4]#[N:5])=[C:2]([N:1]=[CH:14][N:15]([CH3:17])[CH3:16])[CH:9]=1. Procedure details: 17.0 g (79.1 mmol) 2-amino-4-bromo-6-fluoro-benzonitrile in 140 ml of N,N-dimethylformamide dimethyl acetal are heated to 120° C. for 2 h. After cooling RT the solvent is evaporated and the residue taken up in diethyl ether, filtered and dried. Reactants: OCCCCCCCCO, CN(C)CC(N)CC(=O)OCc1ccccc1, Cl, Cl, Fc1ccc(CBr)c(F)c1F, OCCCCCCCCOCc1ccc(F)c(F)c1F, O=C(O)CCCCCCCOCc1ccc(F)c(F)c1F. The product is CN(C)CC(CC(=O)OCc1ccccc1)NC(=O)CCCCCCCOCc1ccc(F)c(F)c1F. As a reaction SMILES: [CH2:1]([OH:2])[CH2:3][CH2:4][CH2:5][CH2:6][CH2:7][CH2:8][CH2:9][OH:10].[CH2:65]([c:66]1[cH:67][cH:68][cH:69][cH:70][cH:71]1)[O:72][C:73]([CH2:74][CH:75]([CH2:76][N:77]([CH3:78])[CH3:79])[NH2:80])=[O:81].[ClH:63].[ClH:64].[F:11][c:12]1[c:13]([F:14])[c:15]([F:16])[cH:17][cH:18][c:19]1[CH2:20][Br:21].[F:22][c:23]1[c:24]([CH2:25][O:26][CH2:27][CH2:28][CH2:29][CH2:30][CH2:31][CH2:32][CH2:33][CH2:34][OH:35])[cH:36][cH:37][c:38]([F:41])[c:39]1[F:40].[F:42][c:43]1[c:44]([F:45])[c:46]([F:47])[cH:48][cH:49][c:50]1[CH2:51][O:52][CH2:53][CH2:54][CH2:55][CH2:56][CH2:57][CH2:58][CH2:59][C:60]([OH:61])=[O:62]>>[F:22][c:23]1[c:24]([CH2:25][O:26][CH2:27][CH2:28][CH2:29][CH2:30][CH2:31][CH2:32][CH2:33][C:34](=[O:35])[NH:80][CH:75]([CH2:74][C:73]([O:72][CH2:65][c:66]2[cH:67][cH:68][cH:69][cH:70][cH:71]2)=[O:81])[CH2:76][N:77]([CH3:78])[CH3:79])[cH:36][cH:37][c:38]([F:41])[c:39]1[F:40]. The product is C(C=C)N1C[C@H]2CCC3=C([C@@H]2CC1)C=CC=C3 (trans-3-Allyl-1, 2, 3, 4, 4a, 5, 6, 10b-octahydrobenz[f]isoquinoline). Reactants: C1CNC[C@H]2CCC3=C([C@H]12)C=CC=C3 (trans-1,2,3,4,4a,5,6,10b-octahydrobenz[f]isoquinoline), C([O-])([O-])=O.[K+].[K+] (potassium carbonate), C(C=C)Br (allyl bromide). Procedure details: Following the procedure of Example 3, step 4, 0.152 g (0.810 mmol) of crude trans-1,2,3,4,4a,5,6,10b-octahydrobenz[f]isoquinoline in 10 ml of anhydrous DMF was reacted with 0.123 g (0.890 mmol) of anhydrous potassium carbonate and 0.074 ml (0.855 mmol) of allyl bromide. Chromatography on flash silica, eluting with 3-7% methanol/dichloromethane, then on alumina, eluting with 2-5% ethyl acetate/petroleum ether, gave 0.064 g (35%) of the title product as a colourless oil. The hydrochloride salt was... Yield: 34.8%. As a reaction SMILES: [CH2:1]1[C@@H:10]2[C@H:5]([CH2:6][CH2:7][C:8]3[CH:14]=[CH:13][CH:12]=[CH:11][C:9]=32)[CH2:4][NH:3][CH2:2]1.C(=O)([O-])[O-].[K+].[K+].[CH2:21](Br)[CH:22]=[CH2:23]>CN(C=O)C>[CH2:23]([N:3]1[CH2:2][CH2:1][C@@H:10]2[C@H:5]([CH2:6][CH2:7][C:8]3[CH:14]=[CH:13][CH:12]=[CH:11][C:9]=32)[CH2:4]1)[CH:22]=[CH2:21] |f:1.2.3|. The solvent is CN(C)C=O (DMF). The reactants are FC(C1=CC=C(OCCNC=O)C=C1)(F)F (N-[2-(4-trifluoromethylphenoxy)ethyl]-formamide), [OH-].[Na+] (sodium hydroxide), B.C1CCOC1 (Borane THF), Cl (hydrochloric acid). The solvent is C1CCOC1 (THF), O (water). Reaction conditions: time 8 hour. Yields the product CNCCOC1=CC=C(C=C1)C(F)(F)F (N-methyl-N-[2-(4-trifluoromethylphenoxy)ethyl]amine). Isolated yield 55.3%. Reaction SMILES: [F:1][C:2]([F:16])([F:15])[C:3]1[CH:14]=[CH:13][C:6]([O:7][CH2:8][CH2:9][NH:10][CH:11]=O)=[CH:5][CH:4]=1.B.C1COCC1.Cl.[OH-].[Na+]>C1COCC1.O>[CH3:11][NH:10][CH2:9][CH2:8][O:7][C:6]1[CH:13]=[CH:14][C:3]([C:2]([F:1])([F:15])[F:16])=[CH:4][CH:5]=1 |f:1.2,4.5|. Procedure: N-[2-(4-trifluoromethylphenoxy)ethyl]-formamide (2.02 g, 8.66 mmol) prepared in Reference Example 160 was dissolved in THF (20 ml). Borane-THF complex (1 M) THF solution (21.7 ml, 21.7 mmol) was added dropwise to this solution while cooling in an ice-bath, and the mixture was stirred overnight. The reaction mixture was cooled, to which water and 6N hydrochloric acid were added, and the mixture was stirred for 20 minutes. The reaction mixture was neutralized with a sodium hydroxide aqueous soluti... Reactants: C=C1CCNCC1, CC(C)O, CC1OC1(Cn1cncn1)c1ccc(F)cc1F, O, Cc1ccc(S(=O)(=O)O)cc1. Yields the product C=C1CCN(C(C)C(O)(Cn2cncn2)c2ccc(F)cc2F)CC1, Cc1ccc(S(=O)(=O)O)cc1. Reaction SMILES: [CH2:31]=[C:32]1[CH2:33][CH2:34][NH:35][CH2:36][CH2:37]1.[CH:38]([OH:39])([CH3:40])[CH3:41].[F:1][c:2]1[c:3]([C:9]2([CH2:13][n:14]3[n:15][cH:16][n:17][cH:18]3)[O:10][CH:11]2[CH3:12])[cH:4][cH:5][c:6]([F:8])[cH:7]1.[OH2:19].[c:20]1([CH3:30])[cH:21][cH:22][c:23]([S:26](=[O:27])(=[O:28])[OH:29])[cH:24][cH:25]1>>[F:1][c:2]1[c:3]([C:9]([OH:10])([CH:11]([CH3:12])[N:35]2[CH2:34][CH2:33][C:32](=[CH2:31])[CH2:37][CH2:36]2)[CH2:13][n:14]2[n:15][cH:16][n:17][cH:18]2)[cH:4][cH:5][c:6]([F:8])[cH:7]1.[c:20]1([CH3:30])[cH:21][cH:22][c:23]([S:26](=[O:27])(=[O:28])[OH:29])[cH:24][cH:25]1. Reactants: C(C1=CC=CC=C1)#N (benzonitrile), solution, C(CCC)[Li] (n-butyllithium), Cl (HCl), C(C)(C)OB(OC(C)C)OC(C)C (triisopropoxyborane), [Li]N1C(CCCC1(C)C)(C)C (lithium 2,2,6,6-tetramethylpiperidide), CC1(NC(CCC1)(C)C)C (2,2,6,6-tetramethylpiperidine). Solvent: CCCCCC (hexane), C(C)(=O)OCC (ethyl acetate), C1CCOC1 (THF). Reaction conditions: temperature -78 celsius, time 2 hour. The product is C(#N)C1=C(C=CC=C1)B(O)O (2-cyanophenylboronic acid). The yield is 34.0%. RXN SMILES: CC1(C)CCCC(C)(C)N1.C([Li])CCC.[Li]N1C(C)(C)CCCC1(C)C.C([O:30][B:31](OC(C)C)[O:32]C(C)C)(C)C.[C:40](#[N:47])[C:41]1[CH:46]=[CH:45][CH:44]=[CH:43][CH:42]=1.Cl>C1COCC1.CCCCCC.C(OCC)(=O)C>[C:40]([C:41]1[CH:46]=[CH:45][CH:44]=[CH:43][C:42]=1[B:31]([OH:32])[OH:30])#[N:47]. Procedure details: In a 300 ml nitrogen-substituted flask, 21.6 g (0.153 mol) of 2,2,6,6-tetramethylpiperidine was dissolved in 130 ml of THF. Then, to the resulting solution, 96 ml (0.153 mol) of a 15% solution of n-butyllithium in hexane was added dropwise at −10° C. to prepare lithium 2,2,6,6-tetramethylpiperidide. This solution was cooled to −78° C., and then 67 ml (0.291 mol) of triisopropoxyborane was added dropwise thereto. Next, 15 g (0.146 mol) of benzonitrile was added dropwise, and then the resulting so... RXN SMILES: [C:1]([C:4]1[CH:9]=[CH:8][C:7]([C:10]2[CH:15]=[CH:14][C:13]([C:16](O)=[O:17])=[CH:12][CH:11]=2)=[CH:6][C:5]=1[CH3:19])(=[O:3])[CH3:2].[CH3:20][N:21]([CH3:36])[CH2:22][CH2:23][O:24]N1C2C(=CC(OC)=CC=2)C=C1.CN(C)CCC[C:42]1[CH:50]=[C:49]2[C:45]([CH2:46][CH2:47][NH:48]2)=[CH:44][C:43]=1[O:51][CH2:52]C>>[C:1]([C:4]1[CH:9]=[CH:8][C:7]([C:10]2[CH:11]=[CH:12][C:13]([C:16]([N:48]3[C:49]4[C:45](=[CH:44][C:43]([O:51][CH3:52])=[C:42]([O:24][CH2:23][CH2:22][N:21]([CH3:36])[CH3:20])[CH:50]=4)[CH2:46][CH2:47]3)=[O:17])=[CH:14][CH:15]=2)=[CH:6][C:5]=1[CH3:19])(=[O:3])[CH3:2]. Procedure details: The title compound was prepared from 4'-acetyl-3'-methylbiphenyl-4-carboxylic acid (D21) and 2,3-dihydro-6-(2-dimethylaminoethoxy-5-methoxy-1H-indole (D14) using a similar procedure to Example 2 as a yellow solid mp 160°-162° C. (47%). Yields the product C(C)(=O)C1=C(C=C(C=C1)C1=CC=C(C=C1)C(=O)N1CCC2=CC(=C(C=C12)OCCN(C)C)OC)C (1-(4 '-Acetyl-3'-methylbiphenyl-4-carbonyl)-2,3-dihydro-6-(2-dimethylaminoethoxy)-5-methoxy-1H-indole). Reactants: C(C)(=O)C1=C(C=C(C=C1)C1=CC=C(C=C1)C(=O)O)C (4'-acetyl-3'-methylbiphenyl-4-carboxylic acid), CN(CCON1C=CC2=CC(=CC=C12)OC)C (2-dimethylaminoethoxy-5-methoxy-1H-indole), CN(CCCC1=C(C=C2CCNC2=C1)OCC)C (2,3-Dihydro-6-(3-dimethylaminopropyl)-5-ethoxy-1H-indole). Reactants: [N+](=O)([O-])C=1C=C(C(=O)OCCCCCCOC(C2=CC(=CC(=C2)OC(=O)C2(COC(OC2)(C)C)C)OC(=O)C2(COC(OC2)(C)C)C)=O)C=C(C1)[N+](=O)[O-] (6-({3,5-bis{[(2,2,5-trimethyl-1,3-dioxan-5-yl)carbonyl]oxy}benzoyl}oxy)hexyl 3,5-dinitrobenzoate). The solvent is CO (methanol). Run at time 4 hour. Yields the product OCC(C(=O)OC=1C=C(C(=O)OCCCCCCOC(C2=CC(=CC(=C2)[N+](=O)[O-])[N+](=O)[O-])=O)C=C(C1)OC(C(C)(CO)CO)=O)(C)CO (6-[(3,5-dinitrobenzoyl)oxy]hexyl 3,5-bis{[2,2-bis(hydroxymethyl)propanoyl]oxy}benzoate). Isolated yield 92.5%. As a reaction SMILES: [N+:1]([C:4]1[CH:5]=[C:6]([CH:49]=[C:50]([N+:52]([O-:54])=[O:53])[CH:51]=1)[C:7]([O:9][CH2:10][CH2:11][CH2:12][CH2:13][CH2:14][CH2:15][O:16][C:17](=[O:48])[C:18]1[CH:23]=[C:22]([O:24][C:25]([C:27]2([CH3:35])[CH2:32][O:31]C(C)(C)[O:29][CH2:28]2)=[O:26])[CH:21]=[C:20]([O:36][C:37]([C:39]2([CH3:47])[CH2:44][O:43]C(C)(C)[O:41][CH2:40]2)=[O:38])[CH:19]=1)=[O:8])([O-:3])=[O:2]>CO>[OH:31][CH2:32][C:27]([CH2:28][OH:29])([CH3:35])[C:25]([O:24][C:22]1[CH:23]=[C:18]([CH:19]=[C:20]([O:36][C:37](=[O:38])[C:39]([CH2:40][OH:41])([CH2:44][OH:43])[CH3:47])[CH:21]=1)[C:17]([O:16][CH2:15][CH2:14][CH2:13][CH2:12][CH2:11][CH2:10][O:9][C:7](=[O:8])[C:6]1[CH:49]=[C:50]([N+:52]([O-:54])=[O:53])[CH:51]=[C:4]([N+:1]([O-:3])=[O:2])[CH:5]=1)=[O:48])=[O:26]. Procedure: 1.38 g (1.81 mmol) 6-({3,5-bis{[(2,2,5-trimethyl-1,3-dioxan-5-yl)carbonyl]oxy}benzoyl}oxy)hexyl 3,5-dinitrobenzoate was dissolved in 20 ml methanol. 0.50 g of Dowex 50Wx2 resin and the reaction mixture was stirred for 4 hours at room temperature. The Dowex resin was filtered off and washed with methanol. The filtrate was concentrated by rotary evaporation yielded 1.14 g (92%) 6-[(3,5-dinitrobenzoyl)oxy]hexyl 3,5-bis{[2,2-bis(hydroxymethyl)propanoyl]oxy}benzoate as a colorless viscous oil.